From a dataset of the Open Reaction Database (ORD), a public repository of structured organic reaction records. describe an organic reaction: reactants, conditions, products, and yield Reactants: [OH-].[Na+] (sodium hydroxide), C1(=CC=CC=C1)C1=C(C=NO1)C(=O)OCC (ethyl 5-phenyl-4-isoxazole carboxylate), C(C)O (ethanol), Cl (hydrochloric acid). Conditions: time 1 hour. Yields the product C1(=CC=CC=C1)C1=CC(=NO1)C(=O)O (5-phenyl-3-isoxazolecarboxylic acid). Reaction SMILES: [C:1]1([C:7]2[O:11][N:10]=[CH:9][C:8]=2C(OCC)=O)[CH:6]=[CH:5][CH:4]=[CH:3][CH:2]=1.[OH-:17].[Na+].Cl.[CH2:20]([OH:22])C>>[C:1]1([C:7]2[O:11][N:10]=[C:9]([C:20]([OH:22])=[O:17])[CH:8]=2)[CH:2]=[CH:3][CH:4]=[CH:5][CH:6]=1 |f:1.2|. Procedure: 0.4 g of ethyl 5-phenyl-4-isoxazole carboxylate was dissolved in 10 ml ethanol, and 2 ml of 5N sodium hydroxide solution was added, and the mixture was stirred at room temperature for 1 hour. The reaction solution was neutralized with 2 N hydrochloric acid and then extracted with ethyl acetate. The organic layer was washed with brine, dried over anhydrous magnesium sulfate and evaporated, to give 0.25 g of 5-phenyl-3-isoxazolecarboxylic acid.